This data is from the Open Reaction Database (ORD), a public repository of structured organic reaction records. The task is: describe an organic reaction: reactants, conditions, products, and yield Reactants: IC1=C(C=CC=C1[N+](=O)[O-])[N+](=O)[O-] (1-iodo-2,6-dinitrobenzene), C1(=CC=CC=C1)[Mg]Br (phenylmagnesium bromide), C(C(C)C)=O (isobutyraldehyde). The solvent is C1CCOC1 (THF). Reaction conditions: temperature 50 celsius, time 5 minute. Product: [N+](=O)([O-])C1=C(C(=CC=C1)[N+](=O)[O-])C(C(C)C)O ((R/S)-1-(2,6-dinitrophenyl)-2-methyl-1-propanol). The yield is 30.0%. As a reaction SMILES: I[C:2]1[C:7]([N+:8]([O-:10])=[O:9])=[CH:6][CH:5]=[CH:4][C:3]=1[N+:11]([O-:13])=[O:12].C1([Mg]Br)C=CC=CC=1.[CH:22](=[O:26])[CH:23]([CH3:25])[CH3:24]>C1COCC1>[N+:11]([C:3]1[CH:4]=[CH:5][CH:6]=[C:7]([N+:8]([O-:10])=[O:9])[C:2]=1[CH:22]([OH:26])[CH:23]([CH3:25])[CH3:24])([O-:13])=[O:12]. Procedure details: To a solution of 1-iodo-2,6-dinitrobenzene (Smith and Ho, 1990), which is incorporated herein by reference) (1.55 g, 5.27 mmol) in anhydrous THF (18 mL) at minus 50° C. under a nitrogen atmosphere, phenylmagnesium bromide (2 M in THF, 3.2 mL, 6.4 mmol) was added dropwise at a rate such that the temperature would not exceed minus 45° C. Upon completion of the addition, the mixture was stirred at minus 50° C. for five min, followed by addition of isobutyraldehyde (0.96 mL, 11 mmol). The mixture wa... The reactants are BrCCOC1CCCCO1, COC(=O)c1ccc(OC)c(OC2CCCC2)c1NC(C)=O, CN(C)C=O. Yields the product COC(=O)c1ccc(OC)c(OC2CCCC2)c1N(CCOC1CCCCO1)C(C)=O. RXN SMILES: [Br:23][CH2:24][CH2:25][O:26][CH:27]1[O:28][CH2:29][CH2:30][CH2:31][CH2:32]1.[C:1]([CH3:2])(=[O:3])[NH:4][c:5]1[c:6]([C:7](=[O:8])[O:9][CH3:10])[cH:11][cH:12][c:13]([O:21][CH3:22])[c:14]1[O:15][CH:16]1[CH2:17][CH2:18][CH2:19][CH2:20]1.[CH3:33][N:34]([CH3:35])[CH:36]=[O:37]>>[C:1]([CH3:2])(=[O:3])[N:4]([c:5]1[c:6]([C:7](=[O:8])[O:9][CH3:10])[cH:11][cH:12][c:13]([O:21][CH3:22])[c:14]1[O:15][CH:16]1[CH2:17][CH2:18][CH2:19][CH2:20]1)[CH2:24][CH2:25][O:26][CH:27]1[O:28][CH2:29][CH2:30][CH2:31][CH2:32]1.